From a dataset of the Open Reaction Database (ORD), a public repository of structured organic reaction records. describe an organic reaction: reactants, conditions, products, and yield Reaction SMILES: [Cl:1][CH2:2][CH2:3][C:4](=[O:5])[Cl:6].[NH2:7][c:8]1[cH:9][c:10]([O:17][CH3:18])[c:11]([CH:12]=[O:13])[cH:14][c:15]1[Cl:16]>>[Cl:1][CH2:2][CH2:3][C:4](=[O:5])[NH:7][c:8]1[cH:9][c:10]([O:17][CH3:18])[c:11]([CH:12]=[O:13])[cH:14][c:15]1[Cl:16]. Product: COc1cc(NC(=O)CCCl)c(Cl)cc1C=O. The reactants are O=C(Cl)CCCl, COc1cc(N)c(Cl)cc1C=O. Reactants: solution, [OH-].[Na+] (NaOH), O=P(Cl)(Cl)Cl (POCl3), O(C1=CC=CC=C1)C(C(=O)O)C (2-phenoxypropanoic acid), NNC(=S)N (thiosemicarbazide), P(=O)(Cl)(Cl)Cl (phosphorous oxychloride). Run in O1CCOCC1 (dioxane). Run at temperature 85 celsius, time 20 minute. Product: O(C1=CC=CC=C1)C(C)C1=NN=C(S1)N (5-(1-phenoxyethyl)-2-amino-1,3,4-thiadiazole). Reaction SMILES: [O:1]([CH:8]([CH3:12])[C:9](O)=O)[C:2]1[CH:7]=[CH:6][CH:5]=[CH:4][CH:3]=1.[NH2:13][NH:14][C:15]([NH2:17])=[S:16].P(Cl)(Cl)(Cl)=O.[OH-].[Na+]>O1CCOCC1>[O:1]([CH:8]([C:9]1[S:16][C:15]([NH2:17])=[N:14][N:13]=1)[CH3:12])[C:2]1[CH:7]=[CH:6][CH:5]=[CH:4][CH:3]=1 |f:3.4|. Procedure: A 1,000 milliliter, 3-neck flask equipped with a Claisen adaptor, paddle stirrer, thermometer, addition funnel and condenser, was charged with 100 grams (0.602 moles) of 2-phenoxypropanoic acid, (54.8 grams, 0.602 mole) of thiosemicarbazide and 300 ml. of dioxane. The slurry was heated to 85° C. and the addition funnel was charged with phosphorous oxychloride (POCl3). The POCl3 was slowly added (for 70 minutes) while maintaining the temperature within 90°-95° C., and then stirred for an addition...